This data is from the Open Reaction Database (ORD), a public repository of structured organic reaction records. The task is: describe an organic reaction: reactants, conditions, products, and yield The reactants are ice water, FC1=C2NC(C(NC2=CC(=C1F)F)=O)=O (5,6,7-trifluoro-1,4-dihydro-2,3-quinoxalinedione), S(O)(O)(=O)=O (sulfuric acid), [N+](=O)([O-])[O-].[K+] (KNO3). Reaction conditions: time 8 hour. Product: [N+](=O)([O-])C1=C2NC(C(NC2=C(C(=C1F)F)F)=O)=O (5-Nitro-6,7,8-trifluoro-1,4-dihydro-2,3-quinoxalinedione). As a reaction SMILES: [F:1][C:2]1[C:11]([F:12])=[C:10]([F:13])[CH:9]=[C:8]2[C:3]=1[NH:4][C:5](=[O:15])[C:6](=[O:14])[NH:7]2.S(=O)(=O)(O)O.[N+:21]([O-])([O-:23])=[O:22].[K+]>>[N+:21]([C:9]1[C:10]([F:13])=[C:11]([F:12])[C:2]([F:1])=[C:3]2[C:8]=1[NH:7][C:6](=[O:14])[C:5](=[O:15])[NH:4]2)([O-:23])=[O:22] |f:2.3|. Reported procedure: To 5,6,7-trifluoro-1,4-dihydro-2,3-quinoxalinedione (93 mg, 0.43 mmol) is added concentrated sulfuric acid (0.5 mL). While the flask is an ice bath, KNO3 is slowly added, giving a brown mixture, which is stirred overnight. The reaction mixture, now dark red, is then added into ice water (5 mL), instantly giving an orange precipitate, which is collected by centrifugation. The powder was crystallized from EtOH (5 mL) and dried in vacuo to yield 24 mg (20%) of pale orange microcrystals. 1H NMR (DMS... Starting materials: BrC1=CC=2N(C=C1)C=NC2 (7-bromoimidazo[1,5-a]pyridine), NC1=C(N=NC2=C(C(=CC=C12)C)Br)C(=O)N (4-amino-8-bromo-7-methylcinnoline-3-carboxamide). Product: NC1=C(N=NC2=C(C(=CC=C12)C)C1=CC=2N(C=C1)C=NC2)C(=O)N (4-amino-8-(imidazo[1,5-a]pyridin-7-yl)-7-methylcinnoline-3-carboxamide). Reaction SMILES: Br[C:2]1[CH:7]=[CH:6][N:5]2[CH:8]=[N:9][CH:10]=[C:4]2[CH:3]=1.[NH2:11][C:12]1[C:21]2[C:16](=[C:17](Br)[C:18]([CH3:22])=[CH:19][CH:20]=2)[N:15]=[N:14][C:13]=1[C:24]([NH2:26])=[O:25]>>[NH2:11][C:12]1[C:21]2[C:16](=[C:17]([C:2]3[CH:7]=[CH:6][N:5]4[CH:8]=[N:9][CH:10]=[C:4]4[CH:3]=3)[C:18]([CH3:22])=[CH:19][CH:20]=2)[N:15]=[N:14][C:13]=1[C:24]([NH2:26])=[O:25]. Procedure details: The title compound was prepared in a manner similar to EXAMPLE 96 using 7-bromoimidazo[1,5-a]pyridine and 4-amino-8-bromo-7-methylcinnoline-3-carboxamide. 1H NMR (400 MHz, CD3OD) δ ppm 2.44 (s, 3 H), 6.64 (dd, J=7.07, 1.52 Hz, 1 H), 7.44 (s, 1 H), 7.50 (s, 1 H), 7.71 (d, J=8.59 Hz, 1 H), 8.23 (d, J=8.84 Hz, 1 H), 8.35 (d, J=7.07 Hz, 1 H), 8.42 (s, 1 H); ESI-MS m/z [M+H]+ 319.1. Starting materials: FC1=CC=C(C=C1)C1=C2C(CC(OC2=CC(=C1C(C1=CC=C(C=C1)OC(F)(F)F)=O)C(C)C)(C)C)=O (5-(4-Fluorophenyl)-7-isopropyl-2,2-dimethyl-6-[4-(trifluoromethoxy)benzoyl]-2,3-dihydro-4H-chromen-4-one), N[C@H]1[C@H](CC2=CC=CC=C12)O ((1R,2S)-1-aminoindan-2-ol), CO (Methanol). Solvent: O1CCCC1 (tetrahydrofuran), O1CCCC1 (tetrahydrofuran). Conditions: temperature 0 celsius, time 8 hour. Product: FC1=CC=C(C=C1)C1=C2[C@H](CC(OC2=CC(=C1C(=O)C1=CC=C(C=C1)OC(F)(F)F)C(C)C)(C)C)O ([(4S)-5-(4-Fluorophenyl)-4-hydroxy-7-isopropyl-2,2-dimethyl-3,4-dihydro-2H-chromen-6-yl][4-(trifluoromethoxy)phenyl]methanone). RXN SMILES: N[C@@H]1C2C(=CC=CC=2)C[C@@H]1O.[F:12][C:13]1[CH:18]=[CH:17][C:16]([C:19]2[C:28]([C:29](=[O:41])[C:30]3[CH:35]=[CH:34][C:33]([O:36][C:37]([F:40])([F:39])[F:38])=[CH:32][CH:31]=3)=[C:27]([CH:42]([CH3:44])[CH3:43])[CH:26]=[C:25]3[C:20]=2[C:21](=[O:47])[CH2:22][C:23]([CH3:46])([CH3:45])[O:24]3)=[CH:15][CH:14]=1.CO>O1CCCC1>[F:12][C:13]1[CH:14]=[CH:15][C:16]([C:19]2[C:28]([C:29]([C:30]3[CH:35]=[CH:34][C:33]([O:36][C:37]([F:38])([F:39])[F:40])=[CH:32][CH:31]=3)=[O:41])=[C:27]([CH:42]([CH3:43])[CH3:44])[CH:26]=[C:25]3[C:20]=2[C@@H:21]([OH:47])[CH2:22][C:23]([CH3:45])([CH3:46])[O:24]3)=[CH:17][CH:18]=1. Procedure: 97 μl (540 μmol) of borane/N,N-diethylaniline complex are added slowly to a solution of 3.04 mg (20 μmol) of (1R,2S)-1-aminoindan-2-ol in 2.5 ml of tetrahydrofuran. The mixture is then cooled to 0° C., and a solution of 68 mg (140 μmol) of 5-(4-fluorophenyl)-7-isopropyl-2,2-dimethyl-6-[4-(trifluoromethoxy)benzoyl]-2,3-dihydro-4H-chromen-4-one (Example 26A) in 4 ml of tetrahydrofuran is then slowly added dropwise. The mixture is allowed to thaw slowly and stirred at room temperature overnight. To...